The task is: describe an organic reaction: reactants, conditions, products, and yield. This data is from the Open Reaction Database (ORD), a public repository of structured organic reaction records. Reactants: CCN1C(=O)CCC1C(=O)O, CCN1CCOCC1, CCN=C=NCCCN(C)C, CN(C)C=O, ClCCl, Cl, Cl, NCc1ccc(F)c(F)c1F, On1nnc2ccccc21. Product: CCN1C(=O)CCC1C(=O)NCc1ccc(F)c(F)c1F. As a reaction SMILES: [CH2:1]([CH3:2])[N:3]1[CH:4]([C:5](=[O:6])[OH:7])[CH2:8][CH2:9][C:10]1=[O:11].[CH2:33]([N:34]1[CH2:35][CH2:36][O:37][CH2:38][CH2:39]1)[CH3:40].[CH3:42][N:43]([CH3:44])[CH2:45][CH2:46][CH2:47][N:48]=[C:49]=[N:50][CH2:51][CH3:52].[CH3:57][N:58]([CH3:59])[CH:60]=[O:61].[Cl:53][CH2:54][Cl:55].[ClH:41].[ClH:56].[F:22][c:23]1[c:24]([CH2:31][NH2:32])[cH:25][cH:26][c:27]([F:30])[c:28]1[F:29].[OH:12][n:13]1[c:14]2[cH:15][cH:16][cH:17][cH:18][c:19]2[n:20][n:21]1>>[CH2:1]([CH3:2])[N:3]1[CH:4]([C:5](=[O:7])[NH:32][CH2:31][c:24]2[c:23]([F:22])[c:28]([F:29])[c:27]([F:30])[cH:26][cH:25]2)[CH2:8][CH2:9][C:10]1=[O:11]. Reaction SMILES: [CH3:1][C:2]1([CH3:21])[CH:11]=[C:10]([CH3:12])[C:9]2[C:4](=[CH:5][CH:6]=[C:7](OS(C(F)(F)F)(=O)=O)[CH:8]=2)[NH:3]1.[CH3:22][O:23][C:24]1[CH:29]=[CH:28][C:27](B(O)O)=[CH:26][CH:25]=1.[C:33]1([CH2:39][CH2:40][SH:41])[CH:38]=[CH:37][CH:36]=[CH:35][CH:34]=1>>[CH3:22][O:23][C:24]1[CH:29]=[CH:28][C:27]([C:7]2[CH:8]=[C:9]3[C:4](=[CH:5][CH:6]=2)[NH:3][C:2]([CH3:1])([CH3:21])[CH:11]=[C:10]3[CH2:12][S:41][CH2:40][CH2:39][C:33]2[CH:38]=[CH:37][CH:36]=[CH:35][CH:34]=2)=[CH:26][CH:25]=1. Reported procedure: Trifluoromethanesulfonic acid 2,2,4-trimethyl-1,2-dihydroquinolin-6-yl ester was coupled with 4-methoxyphenylboronic acid. Bromination and coupling reaction with 2-phenylethanethiol gave 15 mg of the title compound. The reactants are CC1(NC2=CC=C(C=C2C(=C1)C)OS(=O)(=O)C(F)(F)F)C (Trifluoromethanesulfonic acid 2,2,4-trimethyl-1,2-dihydroquinolin-6-yl ester), COC1=CC=C(C=C1)B(O)O (4-methoxyphenylboronic acid), C1(=CC=CC=C1)CCS (2-phenylethanethiol). Product: COC1=CC=C(C=C1)C=1C=C2C(=CC(NC2=CC1)(C)C)CSCCC1=CC=CC=C1 (6-(4-Methoxyphenyl)-2,2-dimethyl-4-phenethylsulfanylmethyl-1,2-dihydroquinoline). Starting materials: CC(C)(C)[O-], c1ccc(-c2ccccc2P(C2CCCCC2)C2CCCCC2)cc1, Cc1nsc(Cl)n1, FC1CNCCC1Nc1nc2c(-c3cc(C(F)(F)F)cc(C(F)(F)F)c3)cccn2n1, [Na+], CC(=O)[O-], CC(=O)[O-], C1COCCO1, [Pd+2]. Product: Cc1nsc(N2CCC(Nc3nc4c(-c5cc(C(F)(F)F)cc(C(F)(F)F)c5)cccn4n3)C(F)C2)n1. As a reaction SMILES: [CH3:64][C:65]([CH3:66])([O-:67])[CH3:68].[CH:1]1([P:2]([CH:3]2[CH2:4][CH2:5][CH2:6][CH2:7][CH2:8]2)[c:9]2[cH:10][cH:11][cH:12][cH:13][c:14]2-[c:15]2[cH:16][cH:17][cH:18][cH:19][cH:20]2)[CH2:21][CH2:22][CH2:23][CH2:24][CH2:25]1.[Cl:57][c:58]1[n:59][c:60]([CH3:63])[n:61][s:62]1.[F:26][C:27]([c:28]1[cH:29][c:30](-[c:38]2[c:39]3[n:40]([cH:41][cH:42][cH:43]2)[n:44][c:45]([NH:47][CH:48]2[CH:49]([F:54])[CH2:50][NH:51][CH2:52][CH2:53]2)[n:46]3)[cH:31][c:32]([C:34]([F:35])([F:36])[F:37])[cH:33]1)([F:55])[F:56].[Na+:69].[O-:77][C:78]([CH3:79])=[O:80].[O-:81][C:82]([CH3:83])=[O:84].[O:70]1[CH2:71][CH2:72][O:73][CH2:74][CH2:75]1.[Pd+2:76]>>[F:26][C:27]([c:28]1[cH:29][c:30](-[c:38]2[c:39]3[n:40]([cH:41][cH:42][cH:43]2)[n:44][c:45]([NH:47][CH:48]2[CH:49]([F:54])[CH2:50][N:51]([c:58]4[n:59][c:60]([CH3:63])[n:61][s:62]4)[CH2:52][CH2:53]2)[n:46]3)[cH:31][c:32]([C:34]([F:35])([F:36])[F:37])[cH:33]1)([F:55])[F:56]. Starting materials: C([O-])(O)=O.[Na+] (sodium bicarbonate), Cl (hydrochloric acid), [Si](C)(C)(C(C)(C)C)O[C@H](C)[C@H]1C(N([C@@H]1[C@@H](C)C(=O)OCC1=CC=C(C=C1)OC)CC(=O)OCC1=CC=C(C=C1)[N+](=O)[O-])=O ((3S,4S)-3-[(1R)-1-t-butyldimethylsilyloxyethyl]-4-[(1R)-1-p-methoxybenzyloxycarbonylethyl]-1-(p-nitrobenzyloxycarbonylmethyl)azetidin-2-one), B(F)(F)F (BF3). Run in C(Cl)Cl (methylene chloride). The product is [Si](C)(C)(C(C)(C)C)O[C@H](C)[C@H]1C(N([C@@H]1[C@@H](C)C(=O)O)CC(=O)OCC1=CC=C(C=C1)[N+](=O)[O-])=O ((3S,4S)-3-[(1R)-1-t-butyldimethylsilyloxyethyl]-4-[(1R)-1-carboxyethyl]-1-(p-nitrobenzyloxycarbonylmethyl)azetidin-2-one), O[C@H](C)[C@H]1C(N([C@@H]1[C@@H](C)C(=O)O)CC(=O)OCC1=CC=C(C=C1)[N+](=O)[O-])=O ((3S,4S)-3-[(1R)-1-hydroxyethyl]-4-[(1R)-1-carboxyethyl]-1-(p-nitrobenzyloxycarbonylmethyl)azetidin-2-one). Reaction SMILES: [Si:1]([O:8][C@@H:9]([C@@H:11]1[C@@H:14]([C@H:15]([C:17]([O:19]CC2C=CC(OC)=CC=2)=[O:18])[CH3:16])[N:13]([CH2:29][C:30]([O:32][CH2:33][C:34]2[CH:39]=[CH:38][C:37]([N+:40]([O-:42])=[O:41])=[CH:36][CH:35]=2)=[O:31])[C:12]1=[O:43])[CH3:10])([C:4]([CH3:7])([CH3:6])[CH3:5])([CH3:3])[CH3:2].B(F)(F)F.C(=O)(O)[O-].[Na+].Cl>C(Cl)Cl>[Si:1]([O:8][C@@H:9]([C@@H:11]1[C@@H:14]([C@H:15]([C:17]([OH:19])=[O:18])[CH3:16])[N:13]([CH2:29][C:30]([O:32][CH2:33][C:34]2[CH:39]=[CH:38][C:37]([N+:40]([O-:42])=[O:41])=[CH:36][CH:35]=2)=[O:31])[C:12]1=[O:43])[CH3:10])([C:4]([CH3:5])([CH3:6])[CH3:7])([CH3:3])[CH3:2].[OH:8][C@@H:9]([C@@H:11]1[C@@H:14]([C@H:15]([C:17]([OH:19])=[O:18])[CH3:16])[N:13]([CH2:29][C:30]([O:32][CH2:33][C:34]2[CH:35]=[CH:36][C:37]([N+:40]([O-:42])=[O:41])=[CH:38][CH:39]=2)=[O:31])[C:12]1=[O:43])[CH3:10] |f:2.3|. Reported procedure: To a solution of (3S,4S)-3-[(1R)-1-t-butyldimethylsilyloxyethyl]-4-[(1R)-1-p-methoxybenzyloxycarbonylethyl]-1-(p-nitrobenzyloxycarbonylmethyl)azetidin-2-one (142 mg) in dry methylene chloride, there was BF3 --Et2O complex (163 mg) under ice-cooling, followed by stirring at room temperature. The reaction mixture was poured into a cold aqueous sodium bicarbonate solution, acidified with dilute hydrochloric acid and extracted with ethyl acetate three times. The organic layer was washed successively...